Dataset: the Open Reaction Database (ORD), a public repository of structured organic reaction records. Task: describe an organic reaction: reactants, conditions, products, and yield Reactants: Cl.N[C@@H](CC(N)=O)C(=O)NC(C(C(=O)N1[C@H](C(=O)NC(C)(C)C)CC(C1)Cl)O)CC1=CC=CC=C1 (1-[3-(L-asparaginyl)amino-2-hydroxy-4-phenylbutyryl]-4-chloro-N-t-butyl-L-prolinamide hydrochloride), [N+](=O)([O-])C=1C=C2N=CC(=NC2=CC1)C(=O)O (6-nitroquinoxaline-2-carboxylic acid). Isolated yield 29.6%. Procedure details: Following a procedure similar to that described in Example 14, but using 490 mg (0.92 mmol) of 1-[3-(L-asparaginyl)amino-2-hydroxy-4-phenylbutyryl]-4-chloro-N-t-butyl-L-prolinamide hydrochloride and 220 mg (1.01 mmol) of 6-nitroquinoxaline-2-carboxylic acid (prepared as described in Preparation 22), 190 mg of the title compound were obtained as a pale yellow powder, melting at 153°-156° C. Product: [N+](=O)([O-])C=1C=C2N=CC(=NC2=CC1)C(=O)N[C@@H](CC(N)=O)C(=O)N[C@H]([C@@H](C(=O)N1[C@H](C(=O)NC(C)(C)C)C[C@@H](C1)Cl)O)CC1=CC=CC=C1 ((4S)-1-{(2S,3S)-3-[N2 -(6-Nitro-2-quinoxalinecarbonyl)-L-asparaginyl]amino-2-hydroxy-4-phenylbutyryl}-4-chloro-N-t-butyl-L-prolinamide). As a reaction SMILES: Cl.[NH2:2][C@H:3]([C:8]([NH:10][CH:11]([CH2:29][C:30]1[CH:35]=[CH:34][CH:33]=[CH:32][CH:31]=1)[CH:12]([OH:28])[C:13]([N:15]1[CH2:26][CH:25]([Cl:27])[CH2:24][C@H:16]1[C:17]([NH:19][C:20]([CH3:23])([CH3:22])[CH3:21])=[O:18])=[O:14])=[O:9])[CH2:4][C:5](=[O:7])[NH2:6].[N+:36]([C:39]1[CH:40]=[C:41]2[C:46](=[CH:47][CH:48]=1)[N:45]=[C:44]([C:49](O)=[O:50])[CH:43]=[N:42]2)([O-:38])=[O:37]>>[N+:36]([C:39]1[CH:40]=[C:41]2[C:46](=[CH:47][CH:48]=1)[N:45]=[C:44]([C:49]([NH:2][C@H:3]([C:8]([NH:10][C@@H:11]([CH2:29][C:30]1[CH:31]=[CH:32][CH:33]=[CH:34][CH:35]=1)[C@H:12]([OH:28])[C:13]([N:15]1[CH2:26][C@@H:25]([Cl:27])[CH2:24][C@H:16]1[C:17]([NH:19][C:20]([CH3:23])([CH3:22])[CH3:21])=[O:18])=[O:14])=[O:9])[CH2:4][C:5](=[O:7])[NH2:6])=[O:50])[CH:43]=[N:42]2)([O-:38])=[O:37] |f:0.1|. The reactants are O=C(O)c1ccc(OCCc2c(CCNS(=O)(=O)Cc3ccccc3)n(C(c3ccccc3)c3ccccc3)c3ccc(Cl)cc23)cc1, O=S(=O)(Cl)Cc1ccc(Cl)cc1Cl. The product is O=C(O)c1ccc(OCCc2c(CCNS(=O)(=O)Cc3ccc(Cl)cc3Cl)n(C(c3ccccc3)c3ccccc3)c3ccc(Cl)cc23)cc1. RXN SMILES: [CH:1]([c:2]1[cH:3][cH:4][cH:5][cH:6][cH:7]1)([c:8]1[cH:9][cH:10][cH:11][cH:12][cH:13]1)[n:14]1[c:15]([CH2:36][CH2:37][NH:38][S:39]([CH2:40][c:41]2[cH:42][cH:43][cH:44][cH:45][cH:46]2)(=[O:47])=[O:48])[c:16]([CH2:24][CH2:25][O:26][c:27]2[cH:28][cH:29][c:30]([C:31](=[O:32])[OH:33])[cH:34][cH:35]2)[c:17]2[cH:18][c:19]([Cl:23])[cH:20][cH:21][c:22]12.[Cl:49][c:50]1[c:51]([CH2:57][S:58](=[O:59])(=[O:60])[Cl:61])[cH:52][cH:53][c:54]([Cl:56])[cH:55]1>>[CH:1]([c:2]1[cH:3][cH:4][cH:5][cH:6][cH:7]1)([c:8]1[cH:9][cH:10][cH:11][cH:12][cH:13]1)[n:14]1[c:15]([CH2:36][CH2:37][NH:38][S:58]([CH2:57][c:51]2[c:50]([Cl:49])[cH:55][c:54]([Cl:56])[cH:53][cH:52]2)(=[O:59])=[O:60])[c:16]([CH2:24][CH2:25][O:26][c:27]2[cH:28][cH:29][c:30]([C:31](=[O:32])[OH:33])[cH:34][cH:35]2)[c:17]2[cH:18][c:19]([Cl:23])[cH:20][cH:21][c:22]12. Starting materials: [Si](C)(C)(C(C)(C)C)OC(CC[C@H]1[C@@H](C[C@@H]2OC(CCC\C=C/C[C@@H]21)=O)OC2OCCCC2)CCCCCCC ((8aR,9R,10R,11aS,Z)-9-[3-(tert-butyldimethylsilyloxy)decyl)-10-(tetrahydro-2H-pyran-2-yloxy)-4,5,8,8a,9,10,11,11a-octahydrocyclo-penta[b]oxecin-2(3H)-one). The solvent is O1CCCC1 (tetrahydrofuran), CCCC[N+](CCCC)(CCCC)CCCC.[F-] (TBAF). Reaction conditions: temperature 50 celsius, time 3 hour. Product: OC(CC[C@H]1[C@@H](C[C@@H]2OC(CCC\C=C/C[C@@H]21)=O)OC2OCCCC2)CCCCCCC ((8aR,9R,10R,11 aS,Z)-9-(3-hydroxydecyl)-10-(tetrahydro-2H-pyran-2-yloxy)-4,5,8,8a,9,10,11,11a-octahydrocyclopenta[b]oxecin-2(3H)-one). RXN SMILES: [Si]([O:8][CH:9]([CH2:33][CH2:34][CH2:35][CH2:36][CH2:37][CH2:38][CH3:39])[CH2:10][CH2:11][C@@H:12]1[C@@H:24]2[C@@H:15]([O:16][C:17](=[O:25])[CH2:18][CH2:19][CH2:20][CH:21]=[CH:22][CH2:23]2)[CH2:14][C@H:13]1[O:26][CH:27]1[CH2:32][CH2:31][CH2:30][CH2:29][O:28]1)(C(C)(C)C)(C)C>O1CCCC1.CCCC[N+](CCCC)(CCCC)CCCC.[F-]>[OH:8][CH:9]([CH2:33][CH2:34][CH2:35][CH2:36][CH2:37][CH2:38][CH3:39])[CH2:10][CH2:11][C@@H:12]1[C@@H:24]2[C@@H:15]([O:16][C:17](=[O:25])[CH2:18][CH2:19][CH2:20][CH:21]=[CH:22][CH2:23]2)[CH2:14][C@H:13]1[O:26][CH:27]1[CH2:32][CH2:31][CH2:30][CH2:29][O:28]1 |f:2.3|. Reported procedure: A solution of (8aR,9R,10R,11aS,Z)-9-[3-(tert-butyldimethylsilyloxy)decyl)-10-(tetrahydro-2H-pyran-2-yloxy)-4,5,8,8a,9,10,11,11a-octahydrocyclo-penta[b]oxecin-2(3H)-one (25 g, 44 mmol) in 350 ml tetrahydrofuran and 49 ml TBAF (1M in tetrahydrofuran) were added into 1-liter round-bottom flask. The reaction mixture was stirred at 50° C. for 3 hours and quenched by 200 ml saturated NaHCO3 aqueous solution. Then, the mixture was phase separated and the aqueous layer was extracted with ethyl acetate. ... Starting materials: polyphosphoric acid, P(O)(O)(O)=O (phosphoric acid), CO (methanol), N-[3-(N,N-dimethylaminopropyl)] copper phthalocyanine sulfonamide, N(C1=CC=CC=C1)C1=C(C(=O)O)C=C(C(=C1)C(=O)O)NC1=CC=CC=C1 (2,5-dianilinoterephthalic acid). Run in O (water). Conditions: temperature 55 celsius, time 15 minute. The product is C1=CC=C2C(=C1)C(=O)C3=CC4=C(C=C3N2)C(=O)C5=CC=CC=C5N4 (quinacridone). The yield is 87.0%. As a reaction SMILES: [NH:1]([C:8]1[CH:16]=[C:15]([C:17](O)=[O:18])[C:14]([NH:20][C:21]2[CH:26]=[CH:25][CH:24]=[CH:23][CH:22]=2)=[CH:13][C:9]=1[C:10](O)=[O:11])[C:2]1[CH:7]=[CH:6][CH:5]=[CH:4][CH:3]=1.P(=O)(O)(O)O.CO>O>[CH:24]1[CH:25]=[C:26]2[C:17]([C:15]3[C:14]([NH:20][C:21]2=[CH:22][CH:23]=1)=[CH:13][C:9]1[C:10]([C:7]2[C:2]([NH:1][C:8]=1[CH:16]=3)=[CH:3][CH:4]=[CH:5][CH:6]=2)=[O:11])=[O:18]. Procedure details: To 250 g of polyphosphoric acid (117% phosphoric acid) heated at 90° C. was added 0.8 g of N-[3-(N,N-dimethylaminopropyl)] copper phthalocyanine sulfonamide followed by 83.3 g of 2,5-dianilinoterephthalic acid. The mixture was heated at 120°-125° C. for two hours. After the melt was cooled to 90°-95° C., the acid strength was adjusted to 107% by the dropwise addition of phosphoric acid. The resultant melt was stirred for 15 minutes and then slowly poured into 400 g of methanol at 24° C. During t... Reactants: CC1(COC2=C1C=C(C=C2)O)C (2,3-dihydro-3,3dimethyl-5-benzofuranol), C(C)S(=O)(=O)Cl (ethanesulphonyl chloride). Run in C(C)N(CC)CC (triethylamine). The product is C(C)S(=O)(=O)OC=1C=CC2=C(C(CO2)(C)C)C1 (2,3-Dihydro-3,3-dimethylbenzofuran-5-yl ethanesulphonate). As a reaction SMILES: [CH3:1][C:2]1([CH3:12])[C:6]2[CH:7]=[C:8]([OH:11])[CH:9]=[CH:10][C:5]=2[O:4][CH2:3]1.[CH2:13]([S:15](Cl)(=[O:17])=[O:16])[CH3:14]>C(N(CC)CC)C>[CH2:13]([S:15]([O:11][C:8]1[CH:9]=[CH:10][C:5]2[O:4][CH2:3][C:2]([CH3:12])([CH3:1])[C:6]=2[CH:7]=1)(=[O:17])=[O:16])[CH3:14]. Procedure details: The same compound was also prepared by reacting 2,3-dihydro-3,3dimethyl-5-benzofuranol with ethanesulphonyl chloride in the presence of triethylamine in an analogous way to that described in Example 37(a). Reactants: NNC(=O)c1ccccc1, C=CC(=O)OCc1ccccc1, CC(C)O. RXN SMILES: [C:13]([c:14]1[cH:15][cH:16][cH:17][cH:18][cH:19]1)(=[O:20])[NH:21][NH2:22].[CH2:1]([c:2]1[cH:3][cH:4][cH:5][cH:6][cH:7]1)[O:8][C:9]([CH:10]=[CH2:11])=[O:12].[CH:23]([OH:24])([CH3:25])[CH3:26]>>[CH2:1]([c:2]1[cH:3][cH:4][cH:5][cH:6][cH:7]1)[O:8][C:9]([CH2:10][CH2:11][NH:22][NH:21][C:13]([c:14]1[cH:15][cH:16][cH:17][cH:18][cH:19]1)=[O:20])=[O:12]. Yields the product O=C(CCNNC(=O)c1ccccc1)OCc1ccccc1. Reactants: ClCC#N (chloroacetonitrile), C([O-])([O-])=O.[K+].[K+] (potassium carbonate), [I-].[K+] (potassium iodide), BrC1=C(C=C(C=C1)N1C(C2=C(C1=O)CCCC2)=O)O (N-(4-bromo-3-hydroxyphenyl)-3,4,5,6-tetrahydrophthalimide). The solvent is CC(=O)C (acetone). Run at time 5 hour. Product: BrC1=C(C=C(C=C1)N1C(C2=C(C1=O)CCCC2)=O)OCC#N (N-[4-bromo-3-cyanomethoxyphenyl]-3,4,5,6-tetrahydrophthalimide). RXN SMILES: Cl[CH2:2][C:3]#[N:4].[I-].[K+].[Br:7][C:8]1[CH:13]=[CH:12][C:11]([N:14]2[C:18](=[O:19])[C:17]3[CH2:20][CH2:21][CH2:22][CH2:23][C:16]=3[C:15]2=[O:24])=[CH:10][C:9]=1[OH:25].C(=O)([O-])[O-].[K+].[K+]>CC(C)=O>[Br:7][C:8]1[CH:13]=[CH:12][C:11]([N:14]2[C:15](=[O:24])[C:16]3[CH2:23][CH2:22][CH2:21][CH2:20][C:17]=3[C:18]2=[O:19])=[CH:10][C:9]=1[O:25][CH2:2][C:3]#[N:4] |f:1.2,4.5.6|. Procedure: A mixture of 1.0 g. of chloroacetonitrile, 2.2 g. of potassium iodide and 25 ml. of acetone was stirred at room temperature for 1 hour and then, 3.5 g. of N-(4-bromo-3-hydroxyphenyl)-3,4,5,6-tetrahydrophthalimide and 1.8 g. of potassium carbonate were added and the mixture was refluxed with stirring for 5 hours. The solvent was distilled off under a reduced pressure and 2N-HCl was added to the residue to precipitate the product. The precipitate was separated by a filtration and washed with water... Starting materials: CCO, [H][H], Nc1nc(Cl)cc(Nc2ccc(Oc3ccc4[nH]ncc4c3)c(F)c2)n1. Product: Nc1nccc(Nc2ccc(Oc3ccc4[nH]ncc4c3)c(F)c2)n1. RXN SMILES: [CH3:29][CH2:30][OH:31].[H:27][H:28].[NH2:1][c:2]1[n:3][c:4]([Cl:26])[cH:5][c:6]([NH:8][c:9]2[cH:10][c:11]([F:25])[c:12]([O:15][c:16]3[cH:17][c:18]4[cH:19][n:20][nH:21][c:22]4[cH:23][cH:24]3)[cH:13][cH:14]2)[n:7]1>>[NH2:1][c:2]1[n:3][cH:4][cH:5][c:6]([NH:8][c:9]2[cH:10][c:11]([F:25])[c:12]([O:15][c:16]3[cH:17][c:18]4[cH:19][n:20][nH:21][c:22]4[cH:23][cH:24]3)[cH:13][cH:14]2)[n:7]1.